Dataset: the Open Reaction Database (ORD), a public repository of structured organic reaction records. Task: describe an organic reaction: reactants, conditions, products, and yield Reactants: [BH4-], C1CCOC1, COc1ccc(C2(C)CSc3cc(OC)ccc3C2=O)cc1, CCO, [Cl-], [NH4+], [Na+]. The product is COc1ccc(C2(C)CSc3cc(OC)ccc3C2O)cc1. Reaction SMILES: [BH4-:23].[CH2:27]1[O:28][CH2:29][CH2:30][CH2:31]1.[CH3:1][O:2][c:3]1[cH:4][cH:5][c:6]2[c:11]([cH:12]1)[S:10][CH2:9][C:8]([CH3:13])([c:14]1[cH:15][cH:16][c:17]([O:20][CH3:21])[cH:18][cH:19]1)[C:7]2=[O:22].[CH3:32][CH2:33][OH:34].[Cl-:25].[NH4+:26].[Na+:24]>>[CH3:1][O:2][c:3]1[cH:4][cH:5][c:6]2[c:11]([cH:12]1)[S:10][CH2:9][C:8]([CH3:13])([c:14]1[cH:15][cH:16][c:17]([O:20][CH3:21])[cH:18][cH:19]1)[CH:7]2[OH:22]. Reactants: CC1=C(C(=CC=C1)C)NC(CN1CCN(CC1)CC(CCC1=CC=C(C=C1)OC)O)=O (N-(2,6-dimethylphenyl)-2-{4-[4-(4-methoxyphenyl)-2-hydroxybutyl]piperazinyl}acetamide), ClC1=C(CCl)C=CC=C1 (2-chlorobenzyl chloride), COC1=CC=C(CCl)C=C1 (4-methoxybenzyl chloride). Yields the product CC1=C(C(=CC=C1)C)NC(CN1CCN(CC1)CC(CCC1=C(C=CC=C1)Cl)O)=O (N-(2,6-dimethylphenyl)-2-{4-[4-(2-chlorophenyl)-2-hydroxybutyl]piperazinyl}acetamide). Reaction SMILES: [CH3:1][C:2]1[CH:7]=[CH:6][CH:5]=[C:4]([CH3:8])[C:3]=1[NH:9][C:10](=[O:31])[CH2:11][N:12]1[CH2:17][CH2:16][N:15]([CH2:18][CH:19]([OH:30])[CH2:20][CH2:21][C:22]2[CH:27]=[CH:26][C:25](OC)=[CH:24][CH:23]=2)[CH2:14][CH2:13]1.[Cl:32]C1C=CC=CC=1CCl.COC1C=CC(CCl)=CC=1>>[CH3:1][C:2]1[CH:7]=[CH:6][CH:5]=[C:4]([CH3:8])[C:3]=1[NH:9][C:10](=[O:31])[CH2:11][N:12]1[CH2:17][CH2:16][N:15]([CH2:18][CH:19]([OH:30])[CH2:20][CH2:21][C:22]2[CH:27]=[CH:26][CH:25]=[CH:24][C:23]=2[Cl:32])[CH2:14][CH2:13]1. Procedure details: Compound 18 was prepared in a manner similar to that of compound 16 substituting 2-chlorobenzyl chloride for 4-methoxybenzyl chloride. (M+1)=430.2 Starting materials: C(#N)[BH3-].[Na+] (sodium cyanoborohydride), CO (MeOH), C1(=CC=CC=C1)S(=O)(=O)NC1=C(C=C(C=C1)C(F)(F)F)N (4-phenylsulfonylamino-3-aminobenzotrifluoride), C(C1=CC=C(C=O)C=C1)=O (terephthal aldehyde), CO (MeOH). Run in C(C)(=O)O (acetic acid). Conditions: time 2 hour. The product is C1(=CC=CC=C1)S(=O)(=O)NC1=C(C=C(C=C1)C(F)(F)F)NCC1=CC=C(C(=O)OC)C=C1 (Methyl 4-(2-phenylsulfonylamino-5-trifluoromethylphenylaminomethyl)-benzoate). As a reaction SMILES: [C:1]1([S:7]([NH:10][C:11]2[CH:16]=[CH:15][C:14]([C:17]([F:20])([F:19])[F:18])=[CH:13][C:12]=2N)(=[O:9])=[O:8])[CH:6]=[CH:5][CH:4]=[CH:3][CH:2]=1.C(=O)[C:23]1[CH:30]=[CH:29][C:26]([CH:27]=[O:28])=[CH:25][CH:24]=1.[C:32]([BH3-])#[N:33].[Na+].[CH3:36][OH:37]>C(O)(=O)C>[C:1]1([S:7]([NH:10][C:11]2[CH:16]=[CH:15][C:14]([C:17]([F:20])([F:19])[F:18])=[CH:13][C:12]=2[NH:33][CH2:32][C:23]2[CH:24]=[CH:25][C:26]([C:27]([O:37][CH3:36])=[O:28])=[CH:29][CH:30]=2)(=[O:9])=[O:8])[CH:6]=[CH:5][CH:4]=[CH:3][CH:2]=1 |f:2.3|. Procedure: To a solution of 4-phenylsulfonylamino-3-aminobenzotrifluoride (100 mg; prepared in Reference Example 26) and terephthal aldehyde acid methyl ester (78 mg) in MeOH (2 ml), acetic acid (1.5 ml) was added. The mixture was stirred for 2 hours at room temperature. After stirring, a solution of sodium cyanoborohydride (30 mg) in MeOH (2 ml) was added. The mixture was stirred for 2 hours at room temperature. The reaction solution was extracted with H2O-AcOEt, washed, dried over, filtered and concentra... Conditions: time 10 minute. Yields the product ClC1=NC=C(C2=C1C1=C(S2)C=C(C=C1)C(F)(F)F)C#N (1-Chloro-7-(trifluoromethyl)[1]benzothieno[3,2-c]pyridine-4-carbonitrile). As a reaction SMILES: O[C:2]1[C:7]2[C:8]3[CH:14]=[CH:13][C:12]([C:15]([F:18])([F:17])[F:16])=[CH:11][C:9]=3[S:10][C:6]=2[C:5]([C:19]#[N:20])=[CH:4][N:3]=1.O=P(Cl)(Cl)[Cl:23]>>[Cl:23][C:2]1[C:7]2[C:8]3[CH:14]=[CH:13][C:12]([C:15]([F:18])([F:17])[F:16])=[CH:11][C:9]=3[S:10][C:6]=2[C:5]([C:19]#[N:20])=[CH:4][N:3]=1. Procedure: A suspension of 1-hydroxy-7-(trifluoromethyl)[1]benzothieno[3,2-c]pyridine-4-carbonitrile in POCl3 (1 M) was placed in a microwave reactor at 210° C. (normal absorption) for 10 min. The reaction mixture was carefully poured onto ice, stirred for 10 min and the solid filtered off to provide the title compound. The reactants are OC1=NC=C(C2=C1C1=C(S2)C=C(C=C1)C(F)(F)F)C#N (1-hydroxy-7-(trifluoromethyl)[1]benzothieno[3,2-c]pyridine-4-carbonitrile), O=P(Cl)(Cl)Cl (POCl3). Yield: 80.6%. Procedure: A solution of (S)-4-methyl-2-[4-(naphthalen-1-yloxy)-2-oxo-2,5-dihydro-pyrrol-1-yl]-pentanoic acid [1-((R)-2,2-dimethyl-[1,3]dioxolan-4-yl-methyl)-1H-pyrazol-3-yl]-amide (0.43 g, 0.83 mmol) in methanol (8.38 mL) at 25° C. was treated with p-toluenesulfonic acid monohydrate (24 mg, 0.12 mmol). The reaction was stirred at 25° C. overnight. At this time, the reaction was diluted with ethyl acetate (50 mL) and was washed with a saturated aqueous sodium bicarbonate solution (1×100 mL) and a saturated... The reactants are CC1(OC[C@H](O1)CN1N=C(C=C1)NC([C@H](CC(C)C)N1C(C=C(C1)OC1=CC=CC2=CC=CC=C12)=O)=O)C ((S)-4-methyl-2-[4-(naphthalen-1-yloxy)-2-oxo-2,5-dihydro-pyrrol-1-yl]-pentanoic acid [1-((R)-2,2-dimethyl-[1,3]dioxolan-4-yl-methyl)-1H-pyrazol-3-yl]-amide), O.C1(=CC=C(C=C1)S(=O)(=O)O)C (p-toluenesulfonic acid monohydrate). Run at temperature 25 celsius, time 8 hour. As a reaction SMILES: CC1(C)[O:6][C@H:5]([CH2:7][N:8]2[CH:12]=[CH:11][C:10]([NH:13][C:14](=[O:37])[C@@H:15]([N:20]3[CH2:24][C:23]([O:25][C:26]4[C:35]5[C:30](=[CH:31][CH:32]=[CH:33][CH:34]=5)[CH:29]=[CH:28][CH:27]=4)=[CH:22][C:21]3=[O:36])[CH2:16][CH:17]([CH3:19])[CH3:18])=[N:9]2)[CH2:4][O:3]1.O.C1(C)C=CC(S(O)(=O)=O)=CC=1>CO.C(OCC)(=O)C>[OH:6][C@@H:5]([CH2:4][OH:3])[CH2:7][N:8]1[CH:12]=[CH:11][C:10]([NH:13][C:14](=[O:37])[C@@H:15]([N:20]2[CH2:24][C:23]([O:25][C:26]3[C:35]4[C:30](=[CH:31][CH:32]=[CH:33][CH:34]=4)[CH:29]=[CH:28][CH:27]=3)=[CH:22][C:21]2=[O:36])[CH2:16][CH:17]([CH3:19])[CH3:18])=[N:9]1 |f:1.2|. The solvent is C(C)(=O)OCC (ethyl acetate), CO (methanol). Product: O[C@H](CN1N=C(C=C1)NC([C@H](CC(C)C)N1C(C=C(C1)OC1=CC=CC2=CC=CC=C12)=O)=O)CO ((S)-4-methyl-2-[4-(naphthalen-1-yloxy)-2-oxo-2,5-dihydro-pyrrol-1-yl]-pentanoic acid [1-((R)-2,3-dihydroxy-propyl)-1H-pyrazol-3-yl]-amide).